This data is from the Open Reaction Database (ORD), a public repository of structured organic reaction records. The task is: describe an organic reaction: reactants, conditions, products, and yield The reactants are COc1ccc(B(O)O)cc1 (effective_coupling_partner), COC(=O)c2ccc1cc(OC(=O)OC(C)(C)C)ccc1c2 (substrate). Reagents/catalysts: dcypf. Conditions: temperature 60 celsius, time 4 hour. Yields the product COC(=O)c3ccc2cc(c1ccc(OC)cc1)ccc2c3. The reactants are C(=C)C1=CCCCC1 (vinylcyclohexene), C(C)C1=CC=CC=C1 (ethylbenzene), C1=CCCCC1 (cyclohexene), C=CC1=CC=CC=C1 (styrene), C(=CC)C1=CC=CC=C1 (2-propenylbenzene). The solvent is C1=CC=CC=C1 (benzene), C1(=CC=CC=C1)C (toluene). Product: C1CCCC2C3CCCCC3CCC12 (Perhydrophenanthrene). RXN SMILES: [CH2:1]([C:3]1[CH:8]=[CH:7][CH:6]=[CH:5][CH:4]=1)[CH3:2].[CH2:9]=[CH:10][C:11]1C=C[CH:14]=[CH:13][CH:12]=1.C(C1C=CC=CC=1)=CC.C1CCCCC=1.C(C1CCCCC=1)=C>C1(C)C=CC=CC=1.C1C=CC=CC=1>[CH2:7]1[CH:8]2[CH:3]([CH:1]3[CH:12]([CH2:13][CH2:14]2)[CH2:11][CH2:10][CH2:9][CH2:2]3)[CH2:4][CH2:5][CH2:6]1. Procedure: --0.63 g of substrate and 0.1 g charcoal was irradiated for 25 minutes. The reaction gave gases (20.6%) and liquids (11.3%). The products included benzene, toluene, ethylbenzene, styrene, 2-propenylbenzene, cyclohexene, and vinylcyclohexene. Starting materials: C(C=C)C=1C=C(C(=NC1)Cl)F (5-allyl-2-chloro-3-fluoropyridine), C1CCOC1 (THF), C[N+]1(CCOCC1)[O-] (N-methylmorpholine N-oxide). The reagents and catalysts are [Os](=O)(=O)(=O)=O (osmium tetroxide). The solvent is O (water), O (H2O). Reaction conditions: temperature 0 celsius, time 1 hour. Yields the product ClC1=C(C=C(C=N1)CC(CO)O)F (3-(6-chloro-5-fluoropyridin-3-yl)propane-1,2-diol). The yield is 55.0%. As a reaction SMILES: C(C1[CH:5]=[C:6]([F:11])[C:7]([Cl:10])=[N:8][CH:9]=1)C=C.C[N+]1([O-])CC[O:16]CC1.[CH2:20]1[CH2:24][O:23][CH2:22][CH2:21]1>O.[Os](=O)(=O)(=O)=O>[Cl:10][C:7]1[N:8]=[CH:9][C:22]([CH2:21][CH:20]([OH:16])[CH2:24][OH:23])=[CH:5][C:6]=1[F:11]. Procedure details: In a flask containing a solution of 2 (1.0 g, 5.81 mmol) in THF (7.2 mL) was added H2O (3.5 mL). The mixture was cooled with an ice bath and then N-methylmorpholine N-oxide (1.0 g, 8.71 mmol) was added followed by osmium tetroxide (0.074 g, 0.291 mmol) and the mixture stirred at 0° C. for 1 h. The reaction mixture was diluted with water (50 mL) and extracted with ethyl acetate (50 mL×2). The organic layer was separated, washed with brine, concentrated, and chromatographed on silica gel eluted wi... Starting materials: CC(=O)C1C(C(N)=O)C1(C)C, O=P(Cl)(Cl)Cl, c1ccccc1. The product is CC(=O)C1C(C#N)C1(C)C. As a reaction SMILES: [C:6]([CH3:7])(=[O:8])[CH:9]1[C:10]([CH3:15])([CH3:16])[CH:11]1[C:12](=[O:13])[NH2:14].[P:1]([Cl:2])([Cl:3])([Cl:4])=[O:5].[cH:17]1[cH:18][cH:19][cH:20][cH:21][cH:22]1>>[C:6]([CH3:7])(=[O:8])[CH:9]1[C:10]([CH3:15])([CH3:16])[CH:11]1[C:12]#[N:14]. Reactants: CCCCCC(CCCCC)=O (6-undecanone), BrC1=C(SC=C1)C=1SC=CC1 (3-Bromo-2,2′-bithiophene), C(CCC)[Li] (n-butyllithium). Run in C(C)OCC (diethylether), C(C)OCC (diethylether). Conditions: time 15 minute. The product is S1C(=C(C=C1)C(CCCCC)(CCCCC)O)C=1SC=CC1 (6-([2,2′-Bithiophen]-3-yl)undecan-6-ol). Isolated yield 61.9%. As a reaction SMILES: Br[C:2]1[CH:6]=[CH:5][S:4][C:3]=1[C:7]1[S:8][CH:9]=[CH:10][CH:11]=1.C([Li])CCC.[CH3:17][CH2:18][CH2:19][CH2:20][CH2:21][C:22](=[O:28])[CH2:23][CH2:24][CH2:25][CH2:26][CH3:27]>C(OCC)C>[S:4]1[CH:5]=[CH:6][C:2]([C:22]([OH:28])([CH2:23][CH2:24][CH2:25][CH2:26][CH3:27])[CH2:21][CH2:20][CH2:19][CH2:18][CH3:17])=[C:3]1[C:7]1[S:8][CH:9]=[CH:10][CH:11]=1. Reported procedure: 3-Bromo-2,2′-bithiophene (IIIa) (0.500 g, 2.04 mmol) in dry diethylether (20 mL) was added slowly to a solution of n-butyllithium (1.6 M in hexane, 1.25 mL, 2.04 mmol) in dry diethylether (20 mL) at −78° C. over 2 h under N2. The mixture was stirred for 15 minutes at the same temperature. Freshly distilled 6-undecanone (0.42 mL, 2.04 mmol) was added via a syringe to the mixture at −78° C., followed by stirring overnight at room temperature. The reaction was quenched with an aqueous NH4Cl-solutio... Yield: 110.7%. As a reaction SMILES: [CH3:1][CH:2]([CH2:4][CH2:5][CH2:6][C@H:7]([C@@H:9]1[C@:27]2([CH3:28])[C@H:12]([C@H:13]3[C@H:24]([CH2:25][CH2:26]2)[C@:22]2([CH3:23])[C:16]([CH2:17][C@H:18]([CH2:20][CH2:21]2)[OH:19])=[CH:15][CH2:14]3)[CH2:11][CH2:10]1)[CH3:8])[CH3:3].[NH2:29][C@H:30]([C:36]([OH:38])=[O:37])[CH2:31][CH2:32][CH2:33][CH2:34][NH2:35].[CH3:39][P:40]([NH2:43])(=[O:42])[O-:41].C([N:47]([CH:50](C)C)CC)(C)C>CN(C=O)C>[CH3:3][CH:2]([CH2:4][CH2:5][CH2:6][C@H:7]([C@@H:9]1[C@:27]2([CH3:28])[C@H:12]([C@H:13]3[C@H:24]([CH2:25][CH2:26]2)[C@:22]2([CH3:23])[C:16]([CH2:17][C@H:18]([CH2:20][CH2:21]2)[OH:19])=[CH:15][CH2:14]3)[CH2:11][CH2:10]1)[CH3:8])[CH3:1].[NH2:29][C@H:30]([C:36]([OH:38])=[O:37])[CH2:31][CH2:32][CH2:33][CH2:34][NH:35][C:50]([NH2:47])=[NH:43].[CH3:39][P:40]([NH2:43])(=[O:41])[O-:42] |f:0.1.2,5.6.7|. Run at time 8 hour. Solvent: CN(C)C=O (DMF). Reactants: 1-H-pyrazole-1-carboxamidine. HCl, CC(C)CCC[C@@H](C)[C@H]1CC[C@H]2[C@@H]3CC=C4C[C@@H](O)CC[C@]4(C)[C@H]3CC[C@]12C.N[C@@H](CCCCN)C(=O)O.CP([O-])(=O)N (Cholesterol Lysine methylphosphonoamidate), C(C)(C)N(CC)C(C)C (diisopropylethylamine). Yields the product CC(C)CCC[C@@H](C)[C@H]1CC[C@H]2[C@@H]3CC=C4C[C@@H](O)CC[C@]4(C)[C@H]3CC[C@]12C.N[C@@H](CCCCNC(=N)N)C(=O)O.CP([O-])(=O)N (Cholesterol Homoarginine methylphosphonoamidate). Procedure details: To a solution of (15) (0.131 g, 0.216 mmol) stirring at room temperature under argon in anhydrous DMF (2.0 ml), 1-H-pyrazole-1-carboxamidine. HCl (32 mg, 0.216 mmol) was added followed by diisopropylethylamine (28 ml, 0.216 mmol). The reaction mixture was stripped slightly on a rotovap then rotated overnight without vacuum at room temperature. After removing DMF in vacuo the reaction residue was dissolved in dichloromethane and applied to a flash silica gel column. An isocratic system of 20% MeO...